Task: describe an organic reaction: reactants, conditions, products, and yield. Dataset: the Open Reaction Database (ORD), a public repository of structured organic reaction records Reactants: ClC=1C(=CC(=C(C(=O)OC(C)(C)C)C1)F)OCC1(CCC1)C(F)(F)F (tert-butyl 5-chloro-2-fluoro-4-((1-(trifluoromethyl)cyclobutyl)-methoxy)benzoate), C1(CC1)B(O)O (cyclopropylboronic acid), P(=O)([O-])([O-])[O-].[K+].[K+].[K+] (potassium phosphate), F[B-](F)(F)F.C1(CCCCC1)P(C1CCCCC1)C1CCCCC1 (tricyclohexylphosphine tetrafluoroborate). The reagents and catalysts are C(C)(=O)[O-].[Pd+2].C(C)(=O)[O-] (palladium acetate). Solvent: O (Water), C1(=CC=CC=C1)C (toluene), O (water). Reaction conditions: temperature 110 celsius, time 2 hour. Yields the product C1(CC1)C=1C(=CC(=C(C(=O)O)C1)F)OCC1(CCC1)C(F)(F)F (5-cyclopropyl-2-fluoro-4-((1-(trifluoromethyl)-cyclobutyl)methoxy)benzoic acid). As a reaction SMILES: Cl[C:2]1[C:3]([O:16][CH2:17][C:18]2([C:22]([F:25])([F:24])[F:23])[CH2:21][CH2:20][CH2:19]2)=[CH:4][C:5]([F:15])=[C:6]([CH:14]=1)[C:7]([O:9]C(C)(C)C)=[O:8].[CH:26]1(B(O)O)[CH2:28][CH2:27]1.P([O-])([O-])([O-])=O.[K+].[K+].[K+].F[B-](F)(F)F.C1(P(C2CCCCC2)C2CCCCC2)CCCCC1>C1(C)C=CC=CC=1.O.C([O-])(=O)C.[Pd+2].C([O-])(=O)C>[CH:26]1([C:2]2[C:3]([O:16][CH2:17][C:18]3([C:22]([F:24])([F:25])[F:23])[CH2:19][CH2:20][CH2:21]3)=[CH:4][C:5]([F:15])=[C:6]([CH:14]=2)[C:7]([OH:9])=[O:8])[CH2:28][CH2:27]1 |f:2.3.4.5,6.7,10.11.12|. Procedure details: To a solution of tert-butyl 5-chloro-2-fluoro-4-((1-(trifluoromethyl)cyclobutyl)-methoxy)benzoate (2.11 g, 5.5 mmol), cyclopropylboronic acid (0.94 g, 11.0 mmol), potassium phosphate (5.25 g, 24.8 mmol) and tricyclohexylphosphine tetrafluoroborate (0.4 g, 1.10 mmol) in toluene (60 mL) and water (3 mL) under a nitrogen atmosphere was added palladium acetate (0.25 g, 1.10 mmol). The reaction mixture was heated to 110° C. for 18 hours and then cooled to ambient temperature. Water (20 mL) was added ...